describe an organic reaction: reactants, conditions, products, and yield From a dataset of the Open Reaction Database (ORD), a public repository of structured organic reaction records. The reactants are CCO, COC(=O)C(CC(C)=O)c1ccccc1[N+](=O)[O-]. Product: COC(=O)C1CC(C)Nc2ccccc21. RXN SMILES: [CH3:19][CH2:20][OH:21].[CH3:1][O:2][C:3]([CH:4]([CH2:5][C:6]([CH3:7])=[O:17])[c:9]1[c:10]([N+:15]([O-:8])=[O:16])[cH:11][cH:12][cH:13][cH:14]1)=[O:18]>>[CH3:1][O:2][C:3]([CH:4]1[CH2:5][CH:6]([CH3:7])[NH:15][c:10]2[c:9]1[cH:14][cH:13][cH:12][cH:11]2)=[O:18]. The reactants are C(C)OC(=O)N=C=S (Ethoxycarbonyl isothiocyanate), NC1=NC(=CC=C1OC)Cl (2-amino-6-chloro-3-methoxypyridine), CCCCCC (hexane). The solvent is C(Cl)(Cl)Cl (chloroform). Run at time 8 hour. Yields the product ClC1=CC=C(C(=N1)NC(=S)NC(=O)OCC)OC (N-(6-Chloro-3-methoxy-2-pyridinyl)-N'-carboethoxythiourea). Yield: 90.9%. RXN SMILES: [CH2:1]([O:3][C:4]([N:6]=[C:7]=[S:8])=[O:5])[CH3:2].[NH2:9][C:10]1[C:15]([O:16][CH3:17])=[CH:14][CH:13]=[C:12]([Cl:18])[N:11]=1.CCCCCC>C(Cl)(Cl)Cl>[Cl:18][C:12]1[N:11]=[C:10]([NH:9][C:7]([NH:6][C:4]([O:3][CH2:1][CH3:2])=[O:5])=[S:8])[C:15]([O:16][CH3:17])=[CH:14][CH:13]=1. Procedure details: Ethoxycarbonyl isothiocyanate (3.7 mL, 4.1 g, 31.5 mmol) was added slowly with stirring to a solution of 2-amino-6-chloro-3-methoxypyridine (5.0 g, 31.5 mmol) in chloroform (40 mL) and the mixture was stirred overnight. The solvent was removed by evaporation and the residue obtained was mixed with hexane. The resulting slurry was filtered and the solids collected were washed with a small amount of ether and dried to obtain 8.3 g of the title compound as a man powder melting at 184°-185° C. with ...